From a dataset of the Open Reaction Database (ORD), a public repository of structured organic reaction records. describe an organic reaction: reactants, conditions, products, and yield Reactants: CCc1cc(-c2cccc(C(=O)CC(=O)Nc3cc(C(F)(F)F)ccc3NC(=O)OC(C)(C)C)c2)ccn1, ClCCl, O=C(O)C(F)(F)F. Yields the product CCc1cc(-c2cccc(C3=Nc4ccc(C(F)(F)F)cc4NC(=O)C3)c2)ccn1. As a reaction SMILES: [C:1]([O:2][C:3](=[O:4])[NH:7][c:8]1[c:9]([NH:18][C:19]([CH2:20][C:21](=[O:5])[c:23]2[cH:24][c:25](-[c:29]3[cH:30][c:31]([CH2:35][CH3:36])[n:32][cH:33][cH:34]3)[cH:26][cH:27][cH:28]2)=[O:37])[cH:10][c:11]([C:14]([F:15])([F:16])[F:17])[cH:12][cH:13]1)([CH3:6])([CH3:22])[CH3:38].[Cl:46][CH2:47][Cl:48].[F:39][C:40]([F:41])([F:42])[C:43]([OH:44])=[O:45]>>[N:7]1=[C:21]([c:23]2[cH:24][c:25](-[c:29]3[cH:30][c:31]([CH2:35][CH3:36])[n:32][cH:33][cH:34]3)[cH:26][cH:27][cH:28]2)[CH2:20][C:19](=[O:37])[NH:18][c:9]2[c:8]1[cH:13][cH:12][c:11]([C:14]([F:15])([F:16])[F:17])[cH:10]2.